Dataset: the Open Reaction Database (ORD), a public repository of structured organic reaction records. Task: describe an organic reaction: reactants, conditions, products, and yield The yield is 69.0%. Solvent: O (water). The product is O=C1NC(=NC2=CC=CC=C12)C(=O)NCC=1C=C(C=CC1)OCCCC(=O)O (4-{[3-({[(4-oxo-3,4-dihydroquinazolin-2-yl)carbonyl]amino}methyl)phenyl]oxy}butanoic acid). As a reaction SMILES: [O:1]=[C:2]1[C:11]2[C:6](=[CH:7][CH:8]=[CH:9][CH:10]=2)[N:5]=[C:4]([C:12]([NH:14][CH2:15][C:16]2[CH:17]=[C:18]([O:22][CH2:23][CH2:24][CH2:25][C:26]([O:28]CC)=[O:27])[CH:19]=[CH:20][CH:21]=2)=[O:13])[NH:3]1.[OH-].[Na+].C1COCC1.CO>O>[O:1]=[C:2]1[C:11]2[C:6](=[CH:7][CH:8]=[CH:9][CH:10]=2)[N:5]=[C:4]([C:12]([NH:14][CH2:15][C:16]2[CH:17]=[C:18]([O:22][CH2:23][CH2:24][CH2:25][C:26]([OH:28])=[O:27])[CH:19]=[CH:20][CH:21]=2)=[O:13])[NH:3]1 |f:1.2|. Procedure details: A mixture of ethyl 4-{[3-({[(4-oxo-3,4-dihydroquinazolin-2-yl)carbonyl]amino}methyl)phenyl]oxy}butanoate obtained in Reference Example 43 (525 mg, 1.28 mmol), 4N aqueous sodium hydroxide solution (1.6 mL), THF (10 mL), methanol (10 mL) and water (10 mL) was stirred at 100° C. for 2 hr. The mixture was allowed to cool to room temperature, and the solvent was evaporated under reduced pressure. Water and 1N hydrochloric acid (6.41 mL) were added to the residue, and the resulting precipitate was col... The reactants are O=C1NC(=NC2=CC=CC=C12)C(=O)NCC=1C=C(C=CC1)OCCCC(=O)OCC (ethyl 4-{[3-({[(4-oxo-3,4-dihydroquinazolin-2-yl)carbonyl]amino}methyl)phenyl]oxy}butanoate), C1CCOC1 (THF), CO (methanol), Example 43, [OH-].[Na+] (sodium hydroxide). Reaction conditions: temperature 100 celsius, time 2 hour. Procedure details: The title compounds were prepared according to the procedure for compound 102 using 4-chloro-N-{4-[(2-oxido-1,3,2-dioxaphosphinan-2-yl)methyl]phenyl}-5-(trifluoromethyl)pyrimidin-2-amine (Compound 230A, 22.8 mg, 0.0559 mmol) and 7-amino-4-(4-hydroxycyclohexyl)-2-methyl-2,3-dihydro-1H-isoindol-1-one (22.0 mg, 0.0845 mmol). The crude material was purified using a Teledyne/ISCO Combiflash system, eluting with 0-15% 7N NH3(MeOH):EtOAc. The collected material was a mixture of regioisomers and was pur... Starting materials: compound 102, NC=1C=CC(=C2CN(C(C12)=O)C)C1CCC(CC1)O (7-amino-4-(4-hydroxycyclohexyl)-2-methyl-2,3-dihydro-1H-isoindol-1-one), ClC1=NC(=NC=C1C(F)(F)F)NC1=CC=C(C=C1)CP1(OCCCO1)=O (4-chloro-N-{4-[(2-oxido-1,3,2-dioxaphosphinan-2-yl)methyl]phenyl}-5-(trifluoromethyl)pyrimidin-2-amine), ClC1=NC(=NC=C1C(F)(F)F)NC1=CC=C(C=C1)CP1(OCCCO1)=O (4-chloro-N-{4-[(2-oxido-1,3,2-dioxaphosphinan-2-yl)methyl]phenyl}-5-(trifluoromethyl)pyrimidin-2-amine). Yields the product O[C@@H]1CC[C@H](CC1)C1=C2CN(C(C2=C(C=C1)NC1=NC(=NC=C1C(F)(F)F)NC1=CC=C(C=C1)CP1(OCCCO1)=O)=O)C (4-(trans-4-hydroxycyclohexyl)-2-methyl-7-{[2-({4-[(2-oxido-1,3,2-dioxaphosphinan-2-yl)methyl]phenyl}amino)-5-(trifluoromethyl)pyrimidin-4-yl]amino}-2,3-dihydro-1H-isoindol-1-one). As a reaction SMILES: Cl[C:2]1[C:7]([C:8]([F:11])([F:10])[F:9])=[CH:6][N:5]=[C:4]([NH:12][C:13]2[CH:18]=[CH:17][C:16]([CH2:19][P:20]3(=[O:26])[O:25][CH2:24][CH2:23][CH2:22][O:21]3)=[CH:15][CH:14]=2)[N:3]=1.[NH2:27][C:28]1[CH:29]=[CH:30][C:31]([CH:39]2[CH2:44][CH2:43][CH:42]([OH:45])[CH2:41][CH2:40]2)=[C:32]2[C:36]=1[C:35](=[O:37])[N:34]([CH3:38])[CH2:33]2>>[OH:45][C@H:42]1[CH2:41][CH2:40][C@H:39]([C:31]2[CH:30]=[CH:29][C:28]([NH:27][C:2]3[C:7]([C:8]([F:9])([F:11])[F:10])=[CH:6][N:5]=[C:4]([NH:12][C:13]4[CH:18]=[CH:17][C:16]([CH2:19][P:20]5(=[O:26])[O:25][CH2:24][CH2:23][CH2:22][O:21]5)=[CH:15][CH:14]=4)[N:3]=3)=[C:36]3[C:32]=2[CH2:33][N:34]([CH3:38])[C:35]3=[O:37])[CH2:44][CH2:43]1. Starting materials: ClC=1C=C2C=C(NC2=CC1Cl)CC(F)(F)F (5,6-Dichloro-2-(2,2,2-trifluoro-ethyl)-1H-indole), [H-].[Na+] (NaH), ClC1=CC=CC=2N(C(=NC21)CC(F)(F)F)Cl (dichloro-2-(2,2,2-trifluoro-ethyl)-1H-benzoimidazole), FC1=C(CBr)C=CC=C1 (2-fluorobenzyl bromide), [NH4+].[Cl-] (NH4Cl). Run in CN(C)C=O (DMF). Run at temperature 0 celsius, time 0.5 hour. Yields the product EtOAc hexanes, ClC1=CC2=C(N(C(=N2)CC(F)(F)F)CC2=C(C=CC=C2)F)C=C1Cl (5,6-Dichloro-1-(2-fluoro-benzyl)-2-(2,2,2-trifluoro-ethyl)-1H-benzoimidazole). Isolated yield 0.0%. As a reaction SMILES: [H-].[Na+].ClC1C2N=C(CC(F)(F)F)[N:9](Cl)C=2C=CC=1.[Cl:19][C:20]1[CH:21]=[C:22]2[C:26](=[CH:27][C:28]=1[Cl:29])[NH:25][C:24]([CH2:30][C:31]([F:34])([F:33])[F:32])=C2.[F:35][C:36]1[CH:43]=[CH:42][CH:41]=[CH:40][C:37]=1[CH2:38]Br.[NH4+].[Cl-]>CN(C=O)C>[Cl:29][C:28]1[C:20]([Cl:19])=[CH:21][C:22]2[N:9]([CH2:38][C:37]3[CH:40]=[CH:41][CH:42]=[CH:43][C:36]=3[F:35])[C:24]([CH2:30][C:31]([F:32])([F:33])[F:34])=[N:25][C:26]=2[CH:27]=1 |f:0.1,5.6|. Procedure details: NaH (60%) (60 mg, 1.5 mmol) was added into a solution of dichloro-2-(2,2,2-trifluoro-ethyl)-1H-benzoimidazole. 5,6-Dichloro-2-(2,2,2-trifluoro-ethyl)-1H-indole (269 mg, 1 mmol) in DMF (5 ml) at 0° C. The resulting mixture was stirred at 0° C. for half hour. 2-fluorobenzyl bromide (283.5 mg, 1.5 mmol) was then added to the reaction mixture at 0° C. The reaction temperature was raised to 25° C. and then the reaction mixture was stirred for 18 hours. NH4Cl (aq.) was added and extracted with EtOAc. ...